This data is from the Open Reaction Database (ORD), a public repository of structured organic reaction records. The task is: describe an organic reaction: reactants, conditions, products, and yield Starting materials: CO, ClCCl, Cl, COC(=O)Cc1coc2ccc(-c3cc(F)cc(F)c3)nc12, [Na+], [OH-], O. Yields the product O=C(O)Cc1coc2ccc(-c3cc(F)cc(F)c3)nc12. Reaction SMILES: [CH3:23][OH:24].[Cl:28][CH2:29][Cl:30].[ClH:27].[F:1][c:2]1[cH:3][c:4](-[c:9]2[cH:10][cH:11][c:12]3[c:13]([n:14]2)[c:15]([CH2:18][C:19](=[O:20])[O:21][CH3:22])[cH:16][o:17]3)[cH:5][c:6]([F:8])[cH:7]1.[Na+:26].[OH-:25].[OH2:31]>>[F:1][c:2]1[cH:3][c:4](-[c:9]2[cH:10][cH:11][c:12]3[c:13]([n:14]2)[c:15]([CH2:18][C:19](=[O:20])[OH:21])[cH:16][o:17]3)[cH:5][c:6]([F:8])[cH:7]1. Starting materials: O=CCC1CCC=C1Br, O=C([O-])[O-], CCOCC, CCO, [Na+], [Na+], OB(O)c1ccccc1, c1ccccc1, c1ccc(P(c2ccccc2)(c2ccccc2)[Pd](P(c2ccccc2)(c2ccccc2)c2ccccc2)(P(c2ccccc2)(c2ccccc2)c2ccccc2)P(c2ccccc2)(c2ccccc2)c2ccccc2)cc1. Product: O=CCC1CCC=C1c1ccccc1. Reaction SMILES: [Br:1][C:2]1=[CH:6][CH2:5][CH2:4][CH:3]1[CH2:7][CH:8]=[O:9].[C:10](=[O:11])([O-:12])[O-:13].[CH3:25][CH2:26][O:27][CH2:28][CH3:29].[CH3:36][CH2:37][OH:38].[Na+:14].[Na+:15].[OH:16][B:17]([OH:18])[c:19]1[cH:20][cH:21][cH:22][cH:23][cH:24]1.[cH:30]1[cH:31][cH:32][cH:33][cH:34][cH:35]1.[cH:39]1[cH:40][cH:41][c:42]([P:43]([Pd:44]([P:45]([c:46]2[cH:47][cH:48][cH:49][cH:50][cH:51]2)([c:52]2[cH:53][cH:54][cH:55][cH:56][cH:57]2)[c:58]2[cH:59][cH:60][cH:61][cH:62][cH:63]2)([P:64]([c:65]2[cH:66][cH:67][cH:68][cH:69][cH:70]2)([c:71]2[cH:72][cH:73][cH:74][cH:75][cH:76]2)[c:77]2[cH:78][cH:79][cH:80][cH:81][cH:82]2)[P:83]([c:84]2[cH:85][cH:86][cH:87][cH:88][cH:89]2)([c:90]2[cH:91][cH:92][cH:93][cH:94][cH:95]2)[c:96]2[cH:97][cH:98][cH:99][cH:100][cH:101]2)([c:102]2[cH:103][cH:104][cH:105][cH:106][cH:107]2)[c:108]2[cH:109][cH:110][cH:111][cH:112][cH:113]2)[cH:114][cH:115]1>>[C:2]1([c:19]2[cH:20][cH:21][cH:22][cH:23][cH:24]2)=[CH:6][CH2:5][CH2:4][CH:3]1[CH2:7][CH:8]=[O:9]. Reactants: N(C(=O)C)C1=CC=C(C=C1)C=1N(C2=CC=C(C=C2C1)O)CCC (2-(4-acetamino-phenyl)-1-propyl-1H-indole-5-ol), BrC(C(=O)OCC)(C)C (ethyl 2-bromo-2-methyl-propanoate). Product: N(C(=O)C)C1=CC=C(C=C1)C=1N(C2=CC=C(C=C2C1)OC(C(=O)OCC)(C)C)CCC (Ethyl 2-[2-(4-acetamino-phenyl)-1-propyl-1H-indole-5-yloxy]-2-methyl-propanoate). Reaction SMILES: [NH:1]([C:5]1[CH:10]=[CH:9][C:8]([C:11]2[N:12]([CH2:21][CH2:22][CH3:23])[C:13]3[C:18]([CH:19]=2)=[CH:17][C:16]([OH:20])=[CH:15][CH:14]=3)=[CH:7][CH:6]=1)[C:2]([CH3:4])=[O:3].Br[C:25]([CH3:32])([CH3:31])[C:26]([O:28][CH2:29][CH3:30])=[O:27]>>[NH:1]([C:5]1[CH:10]=[CH:9][C:8]([C:11]2[N:12]([CH2:21][CH2:22][CH3:23])[C:13]3[C:18]([CH:19]=2)=[CH:17][C:16]([O:20][C:25]([CH3:32])([CH3:31])[C:26]([O:28][CH2:29][CH3:30])=[O:27])=[CH:15][CH:14]=3)=[CH:7][CH:6]=1)[C:2]([CH3:4])=[O:3]. Procedure details: The above compound was prepared from 2-(4-acetamino-phenyl)-1-propyl-1H-indole-5-ol and ethyl 2-bromo-2-methyl-propanoate using a procedure analoguous to that of Example 10. Starting materials: COc1ccc(-c2ccc(N(C)C(C)=O)cc2)cc1CNC1CCC(N(C)C(=O)OC(C)(C)C)CC1, O=C(Cl)c1sc2c(F)ccc(F)c2c1Cl. Yields the product COc1ccc(-c2ccc(N(C)C(C)=O)cc2)cc1CN(C(=O)c1sc2c(F)ccc(F)c2c1Cl)C1CCC(N(C)C(=O)OC(C)(C)C)CC1. As a reaction SMILES: [C:1]([CH3:2])(=[O:3])[N:4]([c:5]1[cH:6][cH:7][c:8](-[c:11]2[cH:12][c:13]([CH2:19][NH:20][CH:21]3[CH2:22][CH2:23][CH:24]([N:27]([C:28]([O:29][C:30]([CH3:31])([CH3:32])[CH3:33])=[O:34])[CH3:35])[CH2:25][CH2:26]3)[c:14]([O:17][CH3:18])[cH:15][cH:16]2)[cH:9][cH:10]1)[CH3:36].[Cl:37][c:38]1[c:39]2[c:40]([s:41][c:42]1[C:43](=[O:44])[Cl:45])[c:46]([F:51])[cH:47][cH:48][c:49]2[F:50]>>[C:1]([CH3:2])(=[O:3])[N:4]([c:5]1[cH:6][cH:7][c:8](-[c:11]2[cH:12][c:13]([CH2:19][N:20]([CH:21]3[CH2:22][CH2:23][CH:24]([N:27]([C:28]([O:29][C:30]([CH3:31])([CH3:32])[CH3:33])=[O:34])[CH3:35])[CH2:25][CH2:26]3)[C:43]([c:42]3[c:38]([Cl:37])[c:39]4[c:40]([s:41]3)[c:46]([F:51])[cH:47][cH:48][c:49]4[F:50])=[O:44])[c:14]([O:17][CH3:18])[cH:15][cH:16]2)[cH:9][cH:10]1)[CH3:36]. The reactants are OC1(CCCC2=CC=CC=C12)C1=CC=C(C=C1)OC (1-hydroxy-1-(4-methoxyphenyl)tetralin), C1(=CC=C(C=C1)S(=O)(=O)O)C (para-toluenesulfonic acid), O (water). The solvent is C1(=CC=CC=C1)C (toluene). Yields the product COC1=CC=C(C=C1)C1=CCCC2=CC=CC=C12 (1-(4-Methoxyphenyl)-3,4-dihydro-naphthalene). Yield: 67.0%. Reaction SMILES: O[C:2]1([C:12]2[CH:17]=[CH:16][C:15]([O:18][CH3:19])=[CH:14][CH:13]=2)[C:11]2[C:6](=[CH:7][CH:8]=[CH:9][CH:10]=2)[CH2:5][CH2:4][CH2:3]1.C1(C)C=CC(S(O)(=O)=O)=CC=1.O>C1(C)C=CC=CC=1>[CH3:19][O:18][C:15]1[CH:14]=[CH:13][C:12]([C:2]2[C:11]3[C:6](=[CH:7][CH:8]=[CH:9][CH:10]=3)[CH2:5][CH2:4][CH:3]=2)=[CH:17][CH:16]=1. Reported procedure: A solution of 1-hydroxy-1-(4-methoxyphenyl)tetralin (18 g., 0.071 mole) in toluene (250 ml.) was treated with para-toluenesulfonic acid (5 mg.) and the resulting solution stirred at reflux for 16 hours, with complete water removal accomplished by means of a Dean-Stark trap. The reaction mixture was then cooled to room temperature, washed sequentially with 10% aqueous sodium bicarbonate solution (100 ml.), water (100 ml.) and saturated aqueous sodium chloride solution (100 ml.), dried (MgSO4) and... Reactants: CC(C)=CC (2-methyl-2-butene), P(=O)(O)(O)[O-].[Na+] (sodium dihydrogenphosphate), solution, Cl(=O)[O-].[Na+] (sodium chlorite), ClC=1N=C(N(C1C=O)CC1=C(C=C(C=C1)OCCCCC)Cl)C (4-Chloro-1-(2-chloro-4-(1-pentyloxy)benzyl)-2-methyl-1H-imidazole-5-carbaldehyde), Cl (Hydrochloric acid). Solvent: O (Water), C(C)(C)(C)O (t-butanol). Conditions: time 24 hour. Yields the product ClC=1N=C(N(C1C(=O)O)CC1=C(C=C(C=C1)OCCCCC)Cl)C (4-chloro-1-(2-chloro-4-(1-pentyloxy)benzyl)-2-methyl-1H-imidazole-5-carboxylic acid). Yield: 92.6%. Reaction SMILES: [Cl:1][C:2]1[N:3]=[C:4]([CH3:23])[N:5]([CH2:9][C:10]2[CH:15]=[CH:14][C:13]([O:16][CH2:17][CH2:18][CH2:19][CH2:20][CH3:21])=[CH:12][C:11]=2[Cl:22])[C:6]=1[CH:7]=[O:8].CC(=CC)C.P([O-])(O)(O)=[O:30].[Na+].Cl([O-])=O.[Na+].Cl>C(O)(C)(C)C.O>[Cl:1][C:2]1[N:3]=[C:4]([CH3:23])[N:5]([CH2:9][C:10]2[CH:15]=[CH:14][C:13]([O:16][CH2:17][CH2:18][CH2:19][CH2:20][CH3:21])=[CH:12][C:11]=2[Cl:22])[C:6]=1[C:7]([OH:30])=[O:8] |f:2.3,4.5|. Reported procedure: 4-Chloro-1-(2-chloro-4-(1-pentyloxy)benzyl)-2-methyl-1H-imidazole-5-carbaldehyde (400 mg) was dissolved in t-butanol (8 ml), and 2-methyl-2-butene (355 mg) and aqueous sodium dihydrogenphosphate (135 mg) solution (2 ml) were added. To this reaction mixture was added sodium chlorite (356 mg) over 2 min and the mixture was stirred at room temperature for 24 hr. 1N Hydrochloric acid was added under ice-cooling to adjust to pH 4. Water (20 ml) was added and the precipitated crystals were collected b... Reactants: BrC1=C(C(=C(C=C1C)OC)C)C (1-bromo-4-methoxy-2,3,6-trimethylbenzene), C(C)(C)(C)[Li] (tert-butyllithium), C(C)OCC (diethyl ether), FC(S(=O)(=O)OC1=C(CCCC1)C(=O)OCC)(F)F (ethyl 2-trifluoromethanesulfonyloxycyclohexen-1-ylcarboxylate). Reagents/catalysts: [Cl-].[Zn+2].[Cl-] (zinc chloride), [Pd].C1(=CC=CC=C1)P(C1=CC=CC=C1)C1=CC=CC=C1.C1(=CC=CC=C1)P(C1=CC=CC=C1)C1=CC=CC=C1.C1(=CC=CC=C1)P(C1=CC=CC=C1)C1=CC=CC=C1.C1(=CC=CC=C1)P(C1=CC=CC=C1)C1=CC=CC=C1 (tetrakis (triphenylphosphine) palladium(0)). The solvent is O1CCCC1 (tetrahydrofuran), O1CCCC1 (tetrahydrofuran), CCCCC (pentane), O1CCCC1 (tetrahydrofuran). Run at time 2 hour. Yields the product COC1=C(C(=C(C(=C1)C)C1=C(CCCC1)C(=O)OCC)C)C (2-(4-methoxy-2,3,6-trimethylphenyl)-1-cyclohexene-1-carboxylic acid, ethyl ester). As a reaction SMILES: Br[C:2]1[C:7]([CH3:8])=[CH:6][C:5]([O:9][CH3:10])=[C:4]([CH3:11])[C:3]=1[CH3:12].C([Li])(C)(C)C.FC(F)(F)S(O[C:24]1[CH2:29][CH2:28][CH2:27][CH2:26][C:25]=1[C:30]([O:32][CH2:33][CH3:34])=[O:31])(=O)=O.C(OCC)C>O1CCCC1.CCCCC.[Cl-].[Zn+2].[Cl-].[Pd].C1(P(C2C=CC=CC=2)C2C=CC=CC=2)C=CC=CC=1.C1(P(C2C=CC=CC=2)C2C=CC=CC=2)C=CC=CC=1.C1(P(C2C=CC=CC=2)C2C=CC=CC=2)C=CC=CC=1.C1(P(C2C=CC=CC=2)C2C=CC=CC=2)C=CC=CC=1>[CH3:10][O:9][C:5]1[CH:6]=[C:7]([CH3:8])[C:2]([C:24]2[CH2:29][CH2:28][CH2:27][CH2:26][C:25]=2[C:30]([O:32][CH2:33][CH3:34])=[O:31])=[C:3]([CH3:12])[C:4]=1[CH3:11] |f:6.7.8,9.10.11.12.13|. Procedure details: To a stirred solution of 1-bromo-4-methoxy-2,3,6-trimethylbenzene in anhydrous tetrahydrofuran at -78° C. is added 1.7M tert-butyllithium in pentane, followed by the addition of zinc chloride, 0.5M in tetrahydrofuran. The mixture is allowed to warm to room temperature, tetrakis (triphenylphosphine) palladium(0) and ethyl 2-trifluoromethanesulfonyloxycyclohexen-1-ylcarboxylate in tetrahydrofuran is added and the resulting solution is stirred for 2 hours at the reflux temperature of the solvent. T...